Dataset: the Open Reaction Database (ORD), a public repository of structured organic reaction records. Task: describe an organic reaction: reactants, conditions, products, and yield Starting materials: CC1=CC=C(C=C1)C=1N=C(N(C1C1=CC=C(C=C1)C)C)C(=O)OCC1=CC=CC=C1 (Benzyl 4,5-di-(4-methylphenyl)-1-methylimidazole-2-carboxylate). The reagents and catalysts are [Pd] (palladium on carbon). The solvent is CO (methanol). Conditions: time 1 hour. Product: CC1=CC=C(C=C1)C=1N=C(N(C1C1=CC=C(C=C1)C)C)C(=O)O (4,5-Di-(4-methylphenyl)-1-methylimidazole-2-carboxylic acid). RXN SMILES: [CH3:1][C:2]1[CH:7]=[CH:6][C:5]([C:8]2[N:9]=[C:10]([C:21]([O:23]CC3C=CC=CC=3)=[O:22])[N:11]([CH3:20])[C:12]=2[C:13]2[CH:18]=[CH:17][C:16]([CH3:19])=[CH:15][CH:14]=2)=[CH:4][CH:3]=1>CO.[Pd]>[CH3:1][C:2]1[CH:3]=[CH:4][C:5]([C:8]2[N:9]=[C:10]([C:21]([OH:23])=[O:22])[N:11]([CH3:20])[C:12]=2[C:13]2[CH:18]=[CH:17][C:16]([CH3:19])=[CH:15][CH:14]=2)=[CH:6][CH:7]=1. Procedure: To a suspension of benzyl 4,5-di-(4-methylphenyl)-1-methylimidazole-2-carboxylate (0.35 g, 0.9 mmol) from Example 2, Step C in methanol (10 mL) was added 20% palladium on carbon (50% w/w water, 100 mg) and the mixture was hydrogenated at 40 psi for 1 hr. The reaction was filtered and the filtrate was evaporated to dryness to afford the title compound as a white solid. (Note: The title compound readily decarboxylates as the acid.) The reactants are C(CCCCCCCO)O (1,8-octanediol), FC(C1=CC=C(COCCCCCCCC(=O)O)C=C1)(F)F (8-(4-trifluoromethyl-benzyloxy)-octanoic acid), Cl.Cl.C(C1=CC=CC=C1)OC(C[C@H](CN(C)C)N)=O ((R)-3-amino-4-dimethylamino-butyric acid benzyl ester dihydrochloride), FC(C1=CC=C(CBr)C=C1)(F)F (4-trifluoromethyl-benzyl bromide), FC(C1=CC=C(COCCCCCCCCO)C=C1)(F)F (8-(4-trifluoromethyl-benzyloxy)-octan-1-ol). The product is C(C1=CC=CC=C1)OC(C[C@H](CN(C)C)NC(CCCCCCCOCC1=CC=C(C=C1)C(F)(F)F)=O)=O ((R)-3-[8-(4-trifluoromethyl-benzyloxy)-octanoylamino]-4-dimethylamino-butyric acid benzyl ester). Reaction SMILES: C(O)CCCCCCCO.FC(F)(F)C1C=CC(CBr)=CC=1.[F:23][C:24]([F:43])([F:42])[C:25]1[CH:41]=[CH:40][C:28]([CH2:29][O:30][CH2:31][CH2:32][CH2:33][CH2:34][CH2:35][CH2:36][CH2:37][CH2:38][OH:39])=[CH:27][CH:26]=1.FC(F)(F)C1C=CC(COCCCCCCCC(O)=O)=CC=1.Cl.Cl.[CH2:68]([O:75][C:76](=[O:84])[CH2:77][C@@H:78]([NH2:83])[CH2:79][N:80]([CH3:82])[CH3:81])[C:69]1[CH:74]=[CH:73][CH:72]=[CH:71][CH:70]=1>>[CH2:68]([O:75][C:76](=[O:84])[CH2:77][C@@H:78]([NH:83][C:38](=[O:39])[CH2:37][CH2:36][CH2:35][CH2:34][CH2:33][CH2:32][CH2:31][O:30][CH2:29][C:28]1[CH:40]=[CH:41][C:25]([C:24]([F:42])([F:43])[F:23])=[CH:26][CH:27]=1)[CH2:79][N:80]([CH3:81])[CH3:82])[C:69]1[CH:74]=[CH:73][CH:72]=[CH:71][CH:70]=1 |f:4.5.6|. Reported procedure: The title compound, m/e=445.6 ([M−H]−), was produced in analogy with intermediate 1, steps 1 to 4. Thus, 1,8-octanediol was alkylated in step 1 with 4-trifluoromethyl-benzyl bromide, leading to 8-(4-trifluoromethyl-benzyloxy)-octan-1-ol, which was oxidized in step 2 to 8-(4-trifluoromethyl-benzyloxy)-octanoic acid. This was coupled in step 3 with (R)-3-amino-4-dimethylamino-butyric acid benzyl ester dihydrochloride to produce (R)-3-[8-(4-trifluoromethyl-benzyloxy)-octanoylamino]-4-dimethylamino-... Starting materials: O=C(Cl)C(=O)Cl, CN(C)C=O, ClCCl, O=C(O)CN1CCC(c2ccccc2)(c2ccccc2)C1=O. Yields the product O=C(Cl)CN1CCC(c2ccccc2)(c2ccccc2)C1=O. Reaction SMILES: [C:28]([Cl:29])(=[O:30])[C:32]([Cl:31])=[O:33].[CH3:23][N:24]([CH3:25])[CH:26]=[O:27].[Cl:34][CH2:35][Cl:36].[O:1]=[C:2]1[N:3]([CH2:19][C:20](=[O:21])[OH:22])[CH2:4][CH2:5][C:6]1([c:7]1[cH:8][cH:9][cH:10][cH:11][cH:12]1)[c:13]1[cH:14][cH:15][cH:16][cH:17][cH:18]1>>[O:1]=[C:2]1[N:3]([CH2:19][C:20](=[O:22])[Cl:31])[CH2:4][CH2:5][C:6]1([c:7]1[cH:8][cH:9][cH:10][cH:11][cH:12]1)[c:13]1[cH:14][cH:15][cH:16][cH:17][cH:18]1.